Dataset: the Open Reaction Database (ORD), a public repository of structured organic reaction records. Task: describe an organic reaction: reactants, conditions, products, and yield Starting materials: OC(CC#N)C1=CC(=CC=C1)O (3-hydroxy-3-(3-hydroxyphenyl)propanenitrile), BH3-DMS. The solvent is C1CCOC1 (THF). Reaction conditions: time 2 hour. Yields the product NCCC(O)C=1C=C(C=CC1)O (3-(3-amino-1-hydroxypropyl)phenol). As a reaction SMILES: [OH:1][CH:2]([C:6]1[CH:11]=[CH:10][CH:9]=[C:8]([OH:12])[CH:7]=1)[CH2:3][C:4]#[N:5]>C1COCC1>[NH2:5][CH2:4][CH2:3][CH:2]([C:6]1[CH:7]=[C:8]([OH:12])[CH:9]=[CH:10][CH:11]=1)[OH:1]. Procedure: To a stirred solution of the nitrile 21.16 (25.0 g, 153 mmol) in THF, cooled to 0° C., was added BH3-DMS (49.5 mL, 460 mmol), following which the cooling bath was removed. The resulting mixture was boiled under reflux overnight, cooled in an ice-bath and quenched by the slow addition of large excess of MeOH. After stirring at room temperature for 2 h, the excess solvent was removed under reduced pressure. The residue was again treated with MeOH and evaporated. The process was repeated three time...